This data is from the Open Reaction Database (ORD), a public repository of structured organic reaction records. The task is: describe an organic reaction: reactants, conditions, products, and yield The reactants are FC1=C(C=CC(=C1)SC)C=1N=CC(=NC1)O[C@@H](C)C1CCN(CC1)C(=O)OC(C)C (1-methylethyl 4-[(1S)-1-({5-[2-fluoro-4-(methylthio)phenyl]-2-pyrazinyl}oxy)ethyl]-1-piperidinecarboxylate), OOS(=O)[O-].[K+] (Oxone), O (water). The solvent is CC(=O)C (acetone). Yields the product FC1=C(C=CC(=C1)S(=O)(=O)C)C=1N=CC(=NC1)O[C@@H](C)C1CCN(CC1)C(=O)OC(C)C (1-Methylethyl 4-[(1S)-1-({5-[2-fluoro-4-(methylsulfonyl)phenyl]-2-pyrazinyl}oxy)ethyl]-1-piperidinecarboxylate). As a reaction SMILES: [F:1][C:2]1[CH:7]=[C:6]([S:8][CH3:9])[CH:5]=[CH:4][C:3]=1[C:10]1[N:11]=[CH:12][C:13]([O:16][C@H:17]([CH:19]2[CH2:24][CH2:23][N:22]([C:25]([O:27][CH:28]([CH3:30])[CH3:29])=[O:26])[CH2:21][CH2:20]2)[CH3:18])=[N:14][CH:15]=1.[OH:31]OS([O-])=O.[K+].[OH2:37]>CC(C)=O>[F:1][C:2]1[CH:7]=[C:6]([S:8]([CH3:9])(=[O:31])=[O:37])[CH:5]=[CH:4][C:3]=1[C:10]1[N:11]=[CH:12][C:13]([O:16][C@H:17]([CH:19]2[CH2:20][CH2:21][N:22]([C:25]([O:27][CH:28]([CH3:30])[CH3:29])=[O:26])[CH2:23][CH2:24]2)[CH3:18])=[N:14][CH:15]=1 |f:1.2|. Procedure: The title compound (0.195 g) was prepared from 1-methylethyl 4-[(1S)-1-({5-[2-fluoro-4-(methylthio)phenyl]-2-pyrazinyl}oxy)ethyl]-1-piperidinecarboxylate (0.33 g, 0.76 mmol) and Oxone® (1.41 g, 2.29 mmol) in acetone (25 mL) and water (10 mL) in a manner similar to Example 166, Step 2. The crude product was purified by chromatography on an ISCO silica gel column using 0 to 50% EtOAc/hexanes, followed by chiral separation on an AS-H column with 25% MeOH in CO2, 140 bar, 40° C. at 2 mL/min. The fir...